From a dataset of the Open Reaction Database (ORD), a public repository of structured organic reaction records. describe an organic reaction: reactants, conditions, products, and yield The reactants are Brc1cccc(C2OCCO2)c1, CC(=O)[O-], CC(=O)[O-], NC1CCN(Cc2ccccc2)CC1, CC(C)(C)[O-], Cc1ccccc1, CCOC(C)=O, [Na+], [Pd+2], c1ccc(P(c2ccccc2)c2ccc3ccccc3c2-c2c(P(c3ccccc3)c3ccccc3)ccc3ccccc23)cc1. Yields the product c1ccc(CN2CCC(Nc3cccc(C4OCCO4)c3)CC2)cc1. Reaction SMILES: [Br:1][c:2]1[cH:3][c:4]([CH:8]2[O:9][CH2:10][CH2:11][O:12]2)[cH:5][cH:6][cH:7]1.[C:92]([O-:93])(=[O:94])[CH3:95].[C:97]([O-:98])(=[O:99])[CH3:100].[CH2:13]([c:14]1[cH:15][cH:16][cH:17][cH:18][cH:19]1)[N:20]1[CH2:21][CH2:22][CH:23]([NH2:26])[CH2:24][CH2:25]1.[CH3:73][C:74]([CH3:75])([O-:76])[CH3:77].[CH3:79][c:80]1[cH:81][cH:82][cH:83][cH:84][cH:85]1.[CH3:86][CH2:87][O:88][C:89](=[O:90])[CH3:91].[Na+:78].[Pd+2:96].[cH:27]1[cH:28][cH:29][c:30]([P:31]([c:32]2[cH:33][cH:34][c:35]3[c:36]([cH:37][cH:38][cH:39][cH:40]3)[c:41]2-[c:42]2[c:43]3[c:44]([cH:45][cH:46][cH:47][cH:48]3)[cH:49][cH:50][c:51]2[P:52]([c:53]2[cH:54][cH:55][cH:56][cH:57][cH:58]2)[c:59]2[cH:60][cH:61][cH:62][cH:63][cH:64]2)[c:65]2[cH:66][cH:67][cH:68][cH:69][cH:70]2)[cH:71][cH:72]1>>[c:2]1([NH:26][CH:23]2[CH2:22][CH2:21][N:20]([CH2:13][c:14]3[cH:15][cH:16][cH:17][cH:18][cH:19]3)[CH2:25][CH2:24]2)[cH:3][c:4]([CH:8]2[O:9][CH2:10][CH2:11][O:12]2)[cH:5][cH:6][cH:7]1. Reactants: [OH-].[Li+] (lithium hydroxide), BrC=1C(=CC(=C(C(=O)OCC2=CC=CC=C2)C1)OCC1=CC=CC=C1)C(=O)N1CCOCC1 (phenylmethyl 5-bromo-4-(4-morpholinylcarbonyl)-2-[(phenylmethyl)oxy]benzoate), CN1N=CC(=C1)B1OC(C(O1)(C)C)(C)C (1-methyl-4-(4,4,5,5-tetramethyl-1,3,2-dioxaborolan-2-yl)-1H-pyrazole), P(=O)([O-])([O-])[O-].[K+].[K+].[K+] (tripotassium phosphate), Cl (hydrochloric acid). The reagents and catalysts are C=1C=CC(=CC1)[P](C=2C=CC=CC2)(C=3C=CC=CC3)[Pd]([P](C=4C=CC=CC4)(C=5C=CC=CC5)C=6C=CC=CC6)([P](C=7C=CC=CC7)(C=8C=CC=CC8)C=9C=CC=CC9)[P](C=1C=CC=CC1)(C=1C=CC=CC1)C=1C=CC=CC1 (Pd(Ph3P)4). The solvent is O1CCCC1 (tetrahydrofuran), O (water), O (water), COCCOC (1,2-dimethoxyethane). Run at temperature 130 celsius, time 18 hour. The product is CN1N=CC(=C1)C=1C(=CC(=C(C(=O)O)C1)OCC1=CC=CC=C1)C(=O)N1CCOCC1 (5-(1-Methyl-1H-pyrazol-4-yl)-4-(4-morpholinylcarbonyl)-2-[(phenylmethyl)oxy]benzoic acid). Reaction SMILES: Br[C:2]1[C:3]([C:26]([N:28]2[CH2:33][CH2:32][O:31][CH2:30][CH2:29]2)=[O:27])=[CH:4][C:5]([O:18][CH2:19][C:20]2[CH:25]=[CH:24][CH:23]=[CH:22][CH:21]=2)=[C:6]([CH:17]=1)[C:7]([O:9]CC1C=CC=CC=1)=[O:8].[CH3:34][N:35]1[CH:39]=[C:38](B2OC(C)(C)C(C)(C)O2)[CH:37]=[N:36]1.P([O-])([O-])([O-])=O.[K+].[K+].[K+].[OH-].[Li+].Cl>COCCOC.O1CCCC1.C1C=CC([P]([Pd]([P](C2C=CC=CC=2)(C2C=CC=CC=2)C2C=CC=CC=2)([P](C2C=CC=CC=2)(C2C=CC=CC=2)C2C=CC=CC=2)[P](C2C=CC=CC=2)(C2C=CC=CC=2)C2C=CC=CC=2)(C2C=CC=CC=2)C2C=CC=CC=2)=CC=1.O>[CH3:34][N:35]1[CH:39]=[C:38]([C:2]2[C:3]([C:26]([N:28]3[CH2:33][CH2:32][O:31][CH2:30][CH2:29]3)=[O:27])=[CH:4][C:5]([O:18][CH2:19][C:20]3[CH:21]=[CH:22][CH:23]=[CH:24][CH:25]=3)=[C:6]([CH:17]=2)[C:7]([OH:9])=[O:8])[CH:37]=[N:36]1 |f:2.3.4.5,6.7,^1:74,76,95,114|. Procedure: To a solution of phenylmethyl 5-bromo-4-(4-morpholinylcarbonyl)-2-[(phenylmethyl)oxy]benzoate (may be prepared as described in Description 25; 730 mg, 1.430 mmol) in 1,2-dimethoxyethane (6 ml) was added 1-methyl-4-(4,4,5,5-tetramethyl-1,3,2-dioxaborolan-2-yl)-1H-pyrazole (357 mg, 1.72 mmol), tripotassium phosphate (607 mg, 2.86 mmol) and Pd(Ph3P)4 (99 mg, 0.09 mmol) followed by water (0.5 ml). The mixture was heated in a microwave at 130° C. for 90 minutes, cooled and the solvent removed in vacu... The product is C(C)(C)(C)OC(=O)N1C[C@@H](N(C[C@H]1CC(C)C)S(=O)(=O)C1=CC=C(C=C1)OC)C(=O)O ((2R,5R)-4-(tert-butoxycarbonyl)-1-(4-methoxybenzenesulfonyl)-5-(2-methylpropyl)piperazine-2-carboxylic acid). Conditions: time 40 minute. Yield: 102.4%. As a reaction SMILES: [C:1]([O:5][C:6]([N:8]1[C@H:13]([CH2:14][CH:15]([CH3:17])[CH3:16])[CH2:12][N:11]([S:18]([C:21]2[CH:26]=[CH:25][C:24]([O:27][CH3:28])=[CH:23][CH:22]=2)(=[O:20])=[O:19])[C@@H:10]([CH2:29][OH:30])[CH2:9]1)=[O:7])([CH3:4])([CH3:3])[CH3:2].I([O-])(=O)(=O)=[O:32].[Na+]>CC(C)=O.O.O.[Ru](=O)=O>[C:1]([O:5][C:6]([N:8]1[C@H:13]([CH2:14][CH:15]([CH3:17])[CH3:16])[CH2:12][N:11]([S:18]([C:21]2[CH:26]=[CH:25][C:24]([O:27][CH3:28])=[CH:23][CH:22]=2)(=[O:20])=[O:19])[C@@H:10]([C:29]([OH:32])=[O:30])[CH2:9]1)=[O:7])([CH3:4])([CH3:2])[CH3:3] |f:1.2,5.6|. Reagents/catalysts: O.[Ru](=O)=O (Ruthenium (IV) oxide hydrate). Run in CC(=O)C (acetone), O (H2O). Procedure: Ruthenium (IV) oxide hydrate (238 mg) was added to a solution of (2R,5R)-4-(tert-butoxycarbonyl)-2-hydroxymethyl-1-(4-methoxybenzenesulfonyl)-5-(2-methylpropyl)piperazine (5.3 g) in acetone (50 ml) and H2O (20 ml), followed by addition of sodium periodate (5.1 g) with cooling on an ice bath. After stirring at the same temperature for 40 minutes, the reaction was quenched with 2-propanol (50 ml). Insoluble matter was removed by filtration through a celite pad, and the filtrate was washed with ace... Starting materials: C(C)(C)(C)OC(=O)N1C[C@@H](N(C[C@H]1CC(C)C)S(=O)(=O)C1=CC=C(C=C1)OC)CO ((2R,5R)-4-(tert-butoxycarbonyl)-2-hydroxymethyl-1-(4-methoxybenzenesulfonyl)-5-(2-methylpropyl)piperazine), I(=O)(=O)(=O)[O-].[Na+] (sodium periodate). Starting materials: NC[C@@H]1CN(CCO[C@H]1C1=CC(=C(C=C1)Cl)F)C(=O)OC(C)(C)C (tert-butyl (6R,7R)-6-(aminomethyl)-7-(4-chloro-3-fluorophenyl)-1,4-oxazepane-4-carboxylate), C(C)(=O)NC1=C(C(=O)O)C=CC=C1 (2-(acetylamino)benzoic acid). Product: Cl.ClC1=C(C=C(C=C1)[C@H]1[C@@H](CNCCO1)CN1C(=NC2=CC=CC=C2C1=O)C)F (3-{[(6S,7R)-7-(4-chloro-3-fluorophenyl)-1,4-oxazepan-6-yl]methyl}-2-methylquinazolin-4(3H)-one monohydrochloride). RXN SMILES: [NH2:1][CH2:2][C@H:3]1[C@H:9]([C:10]2[CH:15]=[CH:14][C:13]([Cl:16])=[C:12]([F:17])[CH:11]=2)[O:8][CH2:7][CH2:6][N:5](C(OC(C)(C)C)=O)[CH2:4]1.[C:25]([NH:28][C:29]1[CH:37]=[CH:36][CH:35]=[CH:34][C:30]=1[C:31](O)=[O:32])(=O)[CH3:26]>>[ClH:16].[Cl:16][C:13]1[CH:14]=[CH:15][C:10]([C@@H:9]2[O:8][CH2:7][CH2:6][NH:5][CH2:4][C@H:3]2[CH2:2][N:1]2[C:31](=[O:32])[C:30]3[C:29](=[CH:37][CH:36]=[CH:35][CH:34]=3)[N:28]=[C:25]2[CH3:26])=[CH:11][C:12]=1[F:17] |f:2.3|. Procedure details: Using tert-butyl (6R,7R)-6-(aminomethyl)-7-(4-chloro-3-fluorophenyl)-1,4-oxazepane-4-carboxylate and 2-(acetylamino)benzoic acid, and by a method similar to that of Example 39, the title compound was obtained. The reactants are N[C@@H](CC(C)C)C(=O)N[C@@H](CCCNC(N)=N)C(=O)N1[C@H](C(=O)NCC(=O)N)CCC1.CC(=O)O.CC(=O)O (H-Leu-Arg-Pro-Gly-NH2 diacetate), N([C@H](CC1=CNC2=CC=CC=C12)C(=O)O)C(=O)OC(C)(C)C (Boc-D-Trp-OH), C1(CCCCC1)N=C=NC1CCCCC1 (dicyclohexylcarbodiimide), ON1N=NC2=C1C=CC=C2 (1-hydroxybenzotriazole), C(C)N1CCOCC1 (N-ethylmorpholine). Solvent: CN(C=O)C (dimethylformamide), CN(C=O)C (dimethylformamide). Reaction conditions: time 8 hour. Product: N([C@H](CC1=CNC2=CC=CC=C12)C(=O)N[C@@H](CC(C)C)C(=O)N[C@@H](CCCNC(N)=N)C(=O)N1[C@H](C(=O)NCC(=O)N)CCC1)C(=O)OC(C)(C)C (Boc-D-Trp-Leu-Arg-Pro-Gly-NH2). RXN SMILES: [NH:1]([C:16]([O:18][C:19]([CH3:22])([CH3:21])[CH3:20])=[O:17])[C@@H:2]([C:13]([OH:15])=O)[CH2:3][C:4]1[C:12]2[C:7](=[CH:8][CH:9]=[CH:10][CH:11]=2)[NH:6][CH:5]=1.C1(N=C=NC2CCCCC2)CCCCC1.ON1C2C=CC=CC=2N=N1.[NH2:48][C@H:49]([C:54]([NH:56][C@H:57]([C:65]([N:67]1[CH2:78][CH2:77][CH2:76][C@H:68]1[C:69]([NH:71][CH2:72][C:73]([NH2:75])=[O:74])=[O:70])=[O:66])[CH2:58][CH2:59][CH2:60][NH:61][C:62](=[NH:64])[NH2:63])=[O:55])[CH2:50][CH:51]([CH3:53])[CH3:52].CC(O)=O.CC(O)=O.C(N1CCOCC1)C>CN(C)C=O>[NH:1]([C:16]([O:18][C:19]([CH3:22])([CH3:21])[CH3:20])=[O:17])[C@@H:2]([C:13]([NH:48][C@H:49]([C:54]([NH:56][C@H:57]([C:65]([N:67]1[CH2:78][CH2:77][CH2:76][C@H:68]1[C:69]([NH:71][CH2:72][C:73]([NH2:75])=[O:74])=[O:70])=[O:66])[CH2:58][CH2:59][CH2:60][NH:61][C:62](=[NH:63])[NH2:64])=[O:55])[CH2:50][CH:51]([CH3:52])[CH3:53])=[O:15])[CH2:3][C:4]1[C:12]2[C:7](=[CH:8][CH:9]=[CH:10][CH:11]=2)[NH:6][CH:5]=1 |f:3.4.5|. Reported procedure: A solution of Boc-D-Trp-OH (5.5 g), dicyclohexylcarbodiimide (4.05 g) and 1-hydroxybenzotriazole (3.6 g) in dimethylformamide (70 ml) was stirred at ice-bath temperature for 90 min. A solution of H-Leu-Arg-Pro-Gly-NH2 diacetate (10 g, described by H. U. Immer et al., U.S. Pat. No. 3,835,108, cited above) in dimethylformamide (60 ml) was adjusted to pH 8 with N-ethylmorpholine and added to the above solution. The resulting mixture was stirred at room temperature overnight and filtered. The filtra... Starting materials: [BH4-], CCO, CCOC(=O)c1cc(-c2nc3cnc(Nc4ccc(F)cc4)nc3n2C)ccn1, [Na+]. Product: Cn1c(-c2ccnc(CO)c2)nc2cnc(Nc3ccc(F)cc3)nc21. Reaction SMILES: [BH4-:30].[CH3:32][CH2:33][OH:34].[F:1][c:2]1[cH:3][cH:4][c:5]([NH:8][c:9]2[n:10][cH:11][c:12]3[n:13][c:14](-[c:19]4[cH:20][c:21]([C:25](=[O:26])[O:27][CH2:28][CH3:29])[n:22][cH:23][cH:24]4)[n:15]([CH3:18])[c:16]3[n:17]2)[cH:6][cH:7]1.[Na+:31]>>[F:1][c:2]1[cH:3][cH:4][c:5]([NH:8][c:9]2[n:10][cH:11][c:12]3[n:13][c:14](-[c:19]4[cH:20][c:21]([CH2:25][OH:26])[n:22][cH:23][cH:24]4)[n:15]([CH3:18])[c:16]3[n:17]2)[cH:6][cH:7]1. Starting materials: N1N=NC(=C1)C(=O)O (1,2,3-triazole-4-carboxylic acid), C(C)(C)(C)N(N)C(C1=CC(=CC=C1)C)=O (N'-t-butyl-N'-(3-methylbenzoyl)hydrazine), CS(=O)(=O)Cl (Methanesulfonylchloride), C([O-])(O)=O.[Na+] (sodium bicarbonate). Solvent: C(Cl)Cl (methylene chloride), C(C)N(CC)CC (triethylamine), C(Cl)Cl (CH2Cl2), CC(=O)C (acetone). Reaction conditions: time 0.5 hour. Product: C(C)(C)(C)N(NC(=O)C=1N=NNC1)C(C1=CC(=CC=C1)C)=O (N'-t-butyl-N-1,2,3-triazole-4-carbonyl-N'-(3-methylbenzoyl)hydrazine). As a reaction SMILES: [NH:1]1[CH:5]=[C:4]([C:6]([OH:8])=O)[N:3]=[N:2]1.CS(Cl)(=O)=O.[C:14]([N:18]([C:20](=[O:28])[C:21]1[CH:26]=[CH:25][CH:24]=[C:23]([CH3:27])[CH:22]=1)[NH2:19])([CH3:17])([CH3:16])[CH3:15].C(=O)(O)[O-].[Na+]>C(Cl)Cl.CC(C)=O.C(N(CC)CC)C>[C:14]([N:18]([C:20](=[O:28])[C:21]1[CH:26]=[CH:25][CH:24]=[C:23]([CH3:27])[CH:22]=1)[NH:19][C:6]([C:4]1[N:3]=[N:2][NH:1][CH:5]=1)=[O:8])([CH3:17])([CH3:16])[CH3:15] |f:3.4|. Reported procedure: 1,2,3-triazole-4-carboxylic acid (1.0 g) and triethylamine (0.9 g) were dissolved in 40 ml methylene chloride and cooled in an ice bath. Methanesulfonylchloride (1.0 g) was added dropwise. After addition was complete, the reaction mixture was stirred for 0.5 hours. N'-t-butyl-N'-(3-methylbenzoyl)hydrazine (1.84 g) in 10 ml CH2Cl2 was added dropwise. The resulting mixture was allowed to stand for 14 hours. Aqueous sodium bicarbonate was added. The organic layer was dried over anhydrous magnesium ... Reactants: CS(=O)(=O)OC1=CCC(C=C1)(OCC)OC(=O)C (4-(methylcarbonyloxy)phenetyl methanesulfonate), OC1=CC=C(C=O)C=C1 (p-hydroxybenzaldehyde), [OH-].[K+] (potassium hydroxide), C(C)#N (acetonitrile). Product: C(C)(=O)OC1=CC=C(C=C1)CCOC1=CC=C(C=C1)C=O (4-[2-(4-formylphenoxy)ethyl]phenyl acetate). Isolated yield 95.0%. Reaction SMILES: CS(O[C:6]1[CH:11]=[CH:10][C:9]([O:15][C:16]([CH3:18])=[O:17])(OCC)[CH2:8][CH:7]=1)(=O)=O.[OH:19][C:20]1[CH:27]=[CH:26][C:23]([CH:24]=[O:25])=[CH:22][CH:21]=1.[OH-].[K+].[C:30](#N)[CH3:31]>>[C:16]([O:15][C:9]1[CH:8]=[CH:7][C:6]([CH2:30][CH2:31][O:19][C:20]2[CH:27]=[CH:26][C:23]([CH:24]=[O:25])=[CH:22][CH:21]=2)=[CH:11][CH:10]=1)(=[O:17])[CH3:18] |f:2.3|. Procedure: 10.3 g (39.9 mmole) 4-(methylcarbonyloxy)phenetyl methanesulfonate, 5.37 g (44 mmole) p-hydroxybenzaldehyde and 10 g (72.5 mmole) potassium hydroxide were refluxed in 100 ml acetonitrile for 2 hours. The salts were filtered off and the solvents was evaporated. The residue was dissolved in ethyl acetate and washed with water 3 times, dried and evaporated in vacuo to give 10.8 g (yield 95%) of 4-[2-(4-formylphenoxy)ethyl]phenyl acetate. Reactants: COC(=O)C1=CC(=CC=2NC(=NC21)C2=C(C=CC=C2)C(F)(F)F)N2CCOCC2 (6-morpholin-4-yl-2-(2-trifluoromethyl-phenyl)-1H-benzoimidazole-4-carboxylic acid methyl ester), Cl (HCl). Run in [OH-].[Na+] (NaOH). Conditions: temperature 70 celsius, time 30 minute. The product is N1(CCOCC1)C=1C=C(C2=C(NC(=N2)C2=C(C=CC=C2)C(F)(F)F)C1)C(=O)O (6-morpholin-4-yl-2-(2-trifluoromethyl-phenyl)-1H-benzoimidazole-4-carboxylic acid). Yield: 92.9%. RXN SMILES: C[O:2][C:3]([C:5]1[C:13]2[N:12]=[C:11]([C:14]3[CH:19]=[CH:18][CH:17]=[CH:16][C:15]=3[C:20]([F:23])([F:22])[F:21])[NH:10][C:9]=2[CH:8]=[C:7]([N:24]2[CH2:29][CH2:28][O:27][CH2:26][CH2:25]2)[CH:6]=1)=[O:4].Cl>[OH-].[Na+]>[N:24]1([C:7]2[CH:6]=[C:5]([C:3]([OH:4])=[O:2])[C:13]3[N:12]=[C:11]([C:14]4[CH:19]=[CH:18][CH:17]=[CH:16][C:15]=4[C:20]([F:21])([F:23])[F:22])[NH:10][C:9]=3[CH:8]=2)[CH2:25][CH2:26][O:27][CH2:28][CH2:29]1 |f:2.3|. Procedure: A mixture containing 6-morpholin-4-yl-2-(2-trifluoromethyl-phenyl)-1H-benzoimidazole-4-carboxylic acid methyl ester (75; 670 mg, 1.65 mmol) in 1M NaOH (27 ml) was stirred at 70° C. for 30 min. The reaction mixture was neutralized with 10% aqueous HCl. The resulting precipitate was collected by filtration and dried to afford 6-morpholin-4-yl-2-(2-trifluoromethyl-phenyl)-1H-benzoimidazole-4-carboxylic acid 76 (600 mg, 93%) as a pale yellow solid. Starting materials: N#CC1=NC=C(Br)C=C1. The reagents and catalysts are O1BOC(C)(C)C1(C)C, N=1C=CC(=CC1C=2N=CC=C(C2)C(C)(C)C)C(C)(C)C, C[OH2+].C[OH2+].C1CC=CCCC=C1.C1CC=CCCC=C1.[Ir].[Ir]. Run in O1CCCC1. Run at temperature 25 celsius, time 18 hour. The product is N#CC1=NC=C(Br)C=C1B2OC(C)(C)C(O2)(C)C, N#CC1=NC=C(Br)C(=C1)B2OC(C)(C)C(O2)(C)C. Yield: 29.0%.